This data is from the Open Reaction Database (ORD), a public repository of structured organic reaction records. The task is: describe an organic reaction: reactants, conditions, products, and yield The reactants are FC1=C(CN2C(CCC2)=O)C=CC=C1F (1-(2,3-difluorobenzyl)pyrrolidin-2-one), O=P(Cl)(Cl)Cl (POCl3), C(=O)(O)[O-].[Na+].O (NaHCO3 water), NC(C)=C(C(=O)OCC)C(=O)OCC (diethyl 2-(1-aminoethylidene)malonate). Run in ClCCCl (1,2-dichloroethane). Run at time 1 hour. Product: FC1=C(CN2\C(\CCC2)=N\C(C)=C(C(=O)OCC)C(=O)OCC)C=CC=C1F ((E)-diethyl 2-(1-((1-(2,3-difluorobenzyl)pyrrolidin-2-ylidene)amino)ethylidene)malonate). Yield: 79.0%. As a reaction SMILES: [F:1][C:2]1[C:14]([F:15])=[CH:13][CH:12]=[CH:11][C:3]=1[CH2:4][N:5]1[CH2:9][CH2:8][CH2:7][C:6]1=O.O=P(Cl)(Cl)Cl.[NH2:21][C:22](=[C:24]([C:30]([O:32][CH2:33][CH3:34])=[O:31])[C:25]([O:27][CH2:28][CH3:29])=[O:26])[CH3:23].C([O-])(O)=O.[Na+].O>ClCCCl>[F:1][C:2]1[C:14]([F:15])=[CH:13][CH:12]=[CH:11][C:3]=1[CH2:4][N:5]1[CH2:9][CH2:8][CH2:7]/[C:6]/1=[N:21]\[C:22](=[C:24]([C:25]([O:27][CH2:28][CH3:29])=[O:26])[C:30]([O:32][CH2:33][CH3:34])=[O:31])[CH3:23] |f:3.4.5|. Procedure details: To a solution of 1-(2,3-difluorobenzyl)pyrrolidin-2-one (17.05 mL, 89 mmol) in 1,2-dichloroethane (DCE) (240 mL) under nitrogen atmosphere was added dropwise in 15 min POCl3 (12.39 mL, 133 mmol) and the mixture was stirred at ambient temperature for 1 h. Then diethyl 2-(1-aminoethylidene)malonate (19.62 g, 97 mmol) was added and the mixture was heated to 40° C. under nitrogen atmosphere for 22 h. Saturated NaHCO3/water was carefully added (400 mL) and the mixture was stirred at ambient temperatu... Starting materials: CC1=CC(=C(C(=C1)Cl)O)Cl (4-Methyl-2,6-dichlorophenol), BrCCBr (1,2-dibromoethane). The product is BrCCOC1=C(C=C(C=C1Cl)C)Cl (2-(2-Bromoethoxy)-1,3-dichloro-5-methylbenzene). The yield is 61.0%. RXN SMILES: [CH3:1][C:2]1[CH:7]=[C:6]([Cl:8])[C:5]([OH:9])=[C:4]([Cl:10])[CH:3]=1.[Br:11][CH2:12][CH2:13]Br>>[Br:11][CH2:12][CH2:13][O:9][C:5]1[C:6]([Cl:8])=[CH:7][C:2]([CH3:1])=[CH:3][C:4]=1[Cl:10]. Procedure: 4-Methyl-2,6-dichlorophenol was reacted with 1,2-dibromoethane according to the procedure described in Step 2A to yield the titled compound (4.66 g, 61%). 1H NMR (400 MHz, CHLOROFORM-d) δ ppm 2.29 (s, 3H) 3.70 (d, J=7.20 Hz, 2H) 4.29 (d, J=7.20 Hz, 2H) 7.11 (s, 2H). The reactants are Cc1cc(C)c2c(c1O)C(=O)CC2, CN(C)C=O, COc1ccc(C=O)cc1, Cl. Product: COc1ccc(C=C2Cc3c(C)cc(C)c(O)c3C2=O)cc1. Reaction SMILES: [CH3:1][c:2]1[c:3]2[c:7]([c:8]([OH:12])[c:9]([CH3:11])[cH:10]1)[C:6](=[O:13])[CH2:5][CH2:4]2.[CH3:25][N:26]([CH3:27])[CH:28]=[O:29].[CH:14]([c:15]1[cH:16][cH:17][c:18]([O:21][CH3:22])[cH:19][cH:20]1)=[O:23].[ClH:24]>>[CH3:1][c:2]1[c:3]2[c:7]([c:8]([OH:12])[c:9]([CH3:11])[cH:10]1)[C:6](=[O:13])[C:5](=[CH:14][c:15]1[cH:16][cH:17][c:18]([O:21][CH3:22])[cH:19][cH:20]1)[CH2:4]2. The reactants are C(#N)CCOP(Cl)Cl (2-Cyanoethyldichlorophosphite), C[Si](C1CCNC1)(C)C (4-(trimethylsilyl)pyrrolidine). Run in C(Cl)Cl (CH2Cl2). Run at time 8 hour. The product is ClP(N1CCCC1)OCCC#N (Chloro(2-Cyanoethyoxy)pyrrolidinophosphine). The yield is 103.5%. RXN SMILES: [C:1]([CH2:3][CH2:4][O:5][P:6]([Cl:8])Cl)#[N:2].C[Si](C)(C)[CH:11]1[CH2:15][NH:14][CH2:13][CH2:12]1>C(Cl)Cl>[Cl:8][P:6]([O:5][CH2:4][CH2:3][C:1]#[N:2])[N:14]1[CH2:15][CH2:11][CH2:12][CH2:13]1. Procedure: To a solution of 2-Cyanoethyldichlorophosphite (2.0 g, 11.6 mmol, 1.5 mL) in CH2Cl2 (30 mL) was added dropwise 4-(trimethylsilyl)pyrrolidine (2.0 mL, 1.7 g, 11.6 mmol) at 0° C. The resulting mixture was stirred overnight at room temperature. The solvent was removed under the reduced pressure to give a colorless oil (2.48 g, 88%) as a product. Starting materials: CCOC(C)=O, COC(=O)CCc1cn(S(=O)(=O)c2cncc(-c3ccc(C(F)(F)F)cc3)c2)c2ccc(Cl)cc12, CCCCCC, Cl, [Li+], C1CCOC1, [OH-]. Product: O=C(O)CCc1cn(S(=O)(=O)c2cncc(-c3ccc(C(F)(F)F)cc3)c2)c2ccc(Cl)cc12. As a reaction SMILES: [C:44]([O:45][CH2:46][CH3:47])(=[O:48])[CH3:49].[CH3:1][O:2][C:3]([CH2:4][CH2:5][c:6]1[cH:7][n:8]([S:16](=[O:17])(=[O:18])[c:19]2[cH:20][n:21][cH:22][c:23](-[c:25]3[cH:26][cH:27][c:28]([C:31]([F:32])([F:33])[F:34])[cH:29][cH:30]3)[cH:24]2)[c:9]2[cH:10][cH:11][c:12]([Cl:15])[cH:13][c:14]12)=[O:35].[CH3:38][CH2:39][CH2:40][CH2:41][CH2:42][CH3:43].[ClH:50].[Li+:37].[O:51]1[CH2:52][CH2:53][CH2:54][CH2:55]1.[OH-:36]>>[O:2]=[C:3]([CH2:4][CH2:5][c:6]1[cH:7][n:8]([S:16](=[O:17])(=[O:18])[c:19]2[cH:20][n:21][cH:22][c:23](-[c:25]3[cH:26][cH:27][c:28]([C:31]([F:32])([F:33])[F:34])[cH:29][cH:30]3)[cH:24]2)[c:9]2[cH:10][cH:11][c:12]([Cl:15])[cH:13][c:14]12)[OH:35]. Reactants: 3.q, O (H2O), CC1=NC2=CC=CC=C2C=C1C(=O)O (2-methylquinoline-3-carboxylic acid), [OH-].[Na+] (sodium hydroxide). The reagents and catalysts are [O-2].[O-2].[O-2].[Ni+3].[Ni+3] (nickel peroxide). Run at time 12 hour. The product is N1=C(C(=CC2=CC=CC=C12)C(=O)O)C(=O)O (quinoline-2,3-dicarboxylic acid). Reaction SMILES: [CH3:1][C:2]1[C:11]([C:12]([OH:14])=[O:13])=[CH:10][C:9]2[C:4](=[CH:5][CH:6]=[CH:7][CH:8]=2)[N:3]=1.[OH2:15].[OH-:16].[Na+]>[O-2].[O-2].[O-2].[Ni+3].[Ni+3]>[N:3]1[C:4]2[C:9](=[CH:8][CH:7]=[CH:6][CH:5]=2)[CH:10]=[C:11]([C:12]([OH:14])=[O:13])[C:2]=1[C:1]([OH:16])=[O:15] |f:2.3,4.5.6.7.8|. Procedure: Three grams of 2-methylquinoline-3-carboxylic acid (0.012 mol of 3.5 hydrate) is dissolved in 100 mL 15% sodium hydroxide solution and an additional 100 mL H2O is added. The mixture became homogenous. At room temperature is added all at once, 12.0 g nickel peroxide, (0.044 mol, 3.q eq. 20% excess) and the mixture is stirred magnetically for 12 hours. The insolubles are removed by vacuum filtration and washed with water. The filtrate is acidified to pH of 2 and a solid fluffy precipitate forms. I... The reactants are CC(C)c1cc(O)nc(S)n1, Cl, O, O=C(O)CCl. The product is CC(C)c1cc(O)nc(O)n1. Reaction SMILES: [CH:6]([CH3:7])([CH3:8])[c:9]1[cH:10][c:11]([OH:16])[n:12][c:13]([SH:15])[n:14]1.[ClH:17].[OH2:18].[OH:1][C:2]([CH2:3][Cl:4])=[O:5]>>[OH:1][c:13]1[n:12][c:11]([OH:16])[cH:10][c:9]([CH:6]([CH3:7])[CH3:8])[n:14]1. Reactants: OS(=O)(=O)O (H2SO4), BrC1=CC=2C3(C=4N(C2C=C1)CCCN4)OCCCO3 (8′-bromo-3′,4′-dihydrospiro[1,3-dioxane-2,10′(2′H)-pyrimido[1,2-a]indole]). Reaction conditions: time 1 hour. Yields the product BrC1=CC=2C(C=3N(C2C=C1)CCCN3)=O (8-Bromo-3,4-dihydropyrimido[1,2-a]indol-10(2H)-one). Isolated yield 101.0%. As a reaction SMILES: OS(O)(=O)=O.[Br:6][C:7]1[CH:15]=[CH:14][C:13]2[N:12]3[CH2:16][CH2:17][CH2:18][N:19]=[C:11]3[C:10]3(OCCC[O:20]3)[C:9]=2[CH:8]=1>>[Br:6][C:7]1[CH:15]=[CH:14][C:13]2[N:12]3[CH2:16][CH2:17][CH2:18][N:19]=[C:11]3[C:10](=[O:20])[C:9]=2[CH:8]=1. Reported procedure: To cold concentrated H2SO4 (4.2 mL) was added 8′-bromo-3′,4′-dihydrospiro[1,3-dioxane-2,10′(2′H)-pyrimido[1,2-a]indole] (0.400 g, 1.24 mmol) in four portions with cooling in an ice bath. The reaction was stirred at room temperature for one hr, poured onto ice and basified with the careful addition of NE4OH keeping the temp cold with an external ice bath. The reaction mixture was extracted with EtOAc (3×). The combined organic extracts were dried over Na2SO4, filtered and concentrated to give the... Reactants: CC1(C)COC(CCCBr)OC1, CC(C)C(=O)Nc1cccc(C2CCNCC2)c1. Yields the product CC(C)C(=O)Nc1cccc(C2CCN(CCCC3OCC(C)(C)CO3)CC2)c1. RXN SMILES: [Br:1][CH2:2][CH2:3][CH2:4][CH:5]1[O:6][CH2:7][C:8]([CH3:11])([CH3:12])[CH2:9][O:10]1.[CH3:13][CH:14]([C:15](=[O:16])[NH:17][c:18]1[cH:19][c:20]([CH:24]2[CH2:25][CH2:26][NH:27][CH2:28][CH2:29]2)[cH:21][cH:22][cH:23]1)[CH3:30]>>[CH2:2]([CH2:3][CH2:4][CH:5]1[O:6][CH2:7][C:8]([CH3:11])([CH3:12])[CH2:9][O:10]1)[N:27]1[CH2:26][CH2:25][CH:24]([c:20]2[cH:19][c:18]([NH:17][C:15]([CH:14]([CH3:13])[CH3:30])=[O:16])[cH:23][cH:22][cH:21]2)[CH2:29][CH2:28]1.